From a dataset of the Open Reaction Database (ORD), a public repository of structured organic reaction records. describe an organic reaction: reactants, conditions, products, and yield Starting materials: N1(N=NC=C1)CCNC1=NC=C(C(=N1)C1=CC2=C(S1)C(=CC=C2)B2OC(C(O2)(C)C)(C)C)F (N-(2-(1H-1,2,3-triazol-1-yl)ethyl)-5-fluoro-4-(7-(4,4,5,5-tetramethyl-1,3,2-dioxaborolan-2-yl)benzo[b]thiophen-2-yl)pyrimidin-2-amine), C([O-])([O-])=O.[Na+].[Na+] (sodium carbonate), FC1=CC(=C(C=N1)CN1CCC(CC1)O)I (1-((6-fluoro-4-iodopyridin-3-yl)methyl)piperidin-4-ol), 2-(di-tert-butylphospho)biphenyl. Reagents/catalysts: C1=CC=C(C=C1)P([C-]2C=CC=C2)C3=CC=CC=C3.C1=CC=C(C=C1)P([C-]2C=CC=C2)C3=CC=CC=C3.Cl[Pd]Cl.[Fe+2] (Pd(dppf)Cl2). Solvent: O (water), C1CCOC1 (THF). Reaction conditions: temperature 120 celsius. Yields the product C([O-])(O)=O.[NH4+] (ammonium bicarbonate), Solvent B, N1(N=NC=C1)CCNC1=NC=C(C(=N1)C1=CC2=C(S1)C(=CC=C2)C2=C(C=NC(=C2)F)CN2CCC(CC2)O)F (1-((4-(2-(2-(2-(1H-1,2,3-Triazol-1-yl)ethylamino)-5-fluoropyrimidin-4-yl)benzo[b]thiophen-7-yl)-6-fluoropyridin-3-yl)methyl)piperidin-4-ol). The yield is 52.0%. As a reaction SMILES: [F:1][C:2]1[N:7]=[CH:6][C:5]([CH2:8][N:9]2[CH2:14][CH2:13][CH:12]([OH:15])[CH2:11][CH2:10]2)=[C:4](I)[CH:3]=1.[N:17]1([CH2:22][CH2:23][NH:24][C:25]2[N:30]=[C:29]([C:31]3[S:35][C:34]4[C:36](B5OC(C)(C)C(C)(C)O5)=[CH:37][CH:38]=[CH:39][C:33]=4[CH:32]=3)[C:28]([F:49])=[CH:27][N:26]=2)[CH:21]=[CH:20][N:19]=[N:18]1.[C:50](=[O:53])([O-:52])[O-:51].[Na+].[Na+]>C1COCC1.O.C1C=CC(P(C2C=CC=CC=2)[C-]2C=CC=C2)=CC=1.C1C=CC(P(C2C=CC=CC=2)[C-]2C=CC=C2)=CC=1.Cl[Pd]Cl.[Fe+2]>[C:50](=[O:51])([OH:53])[O-:52].[NH4+:7].[N:17]1([CH2:22][CH2:23][NH:24][C:25]2[N:30]=[C:29]([C:31]3[S:35][C:34]4[C:36]([C:4]5[CH:3]=[C:2]([F:1])[N:7]=[CH:6][C:5]=5[CH2:8][N:9]5[CH2:14][CH2:13][CH:12]([OH:15])[CH2:11][CH2:10]5)=[CH:37][CH:38]=[CH:39][C:33]=4[CH:32]=3)[C:28]([F:49])=[CH:27][N:26]=2)[CH:21]=[CH:20][N:19]=[N:18]1 |f:2.3.4,7.8.9.10,11.12|. Procedure details: Combine 5-(bromomethyl)-2-fluoro-4-iodopyridine (0.2 g, 0.63 mmol), piperidin-4-ol (0.192 mg, 1.9 mmol), and diisopropylethylamine (0.22 mL, 1.27 mmol) in acetonitrile (3.0 mL). Heat the reaction mixture at 80° C. for 2 h and cool to RT. Remove the organic solvent to give crude 1-((6-fluoro-4-iodopyridin-3-yl)methyl)piperidin-4-ol. Combine crude 1-((6-fluoro-4-iodopyridin-3-yl)methyl)piperidin-4-ol (0.63 mmol), N-(2-(1H-1,2,3-triazol-1-yl)ethyl)-5-fluoro-4-(7-(4,4,5,5-tetramethyl-1,3,2-dioxaboro... The reactants are COc1cc(OC)c(Cl)c(-c2ccc(C(=O)Nc3ccc(CN4CCN(C)CC4)cn3)c3nccnc23)c1Cl, CO, COc1cc(OC)c(Cl)c(-c2ccc(C(=O)O)c3ncccc23)c1Cl, ClCCl. Yields the product COc1cc(OC)c(Cl)c(-c2ccc(C(=O)Nc3ccc(CN4CCN(C)CC4)cn3)c3ncccc23)c1Cl. Reaction SMILES: [CH3:26][N:27]1[CH2:28][CH2:29][N:30]([CH2:33][c:34]2[cH:35][cH:36][c:37]([NH:40][C:41]([c:42]3[c:43]4[n:44][cH:45][cH:46][n:47][c:48]4[c:49](-[c:50]4[c:51]([Cl:52])[c:53]([O:54][CH3:55])[cH:56][c:57]([O:58][CH3:59])[c:60]4[Cl:61])[cH:62][cH:63]3)=[O:64])[n:38][cH:39]2)[CH2:31][CH2:32]1.[CH3:68][OH:69].[Cl:1][c:2]1[c:3](-[c:13]2[c:14]3[cH:15][cH:16][cH:17][n:18][c:19]3[c:20]([C:23](=[O:24])[OH:25])[cH:21][cH:22]2)[c:4]([Cl:12])[c:5]([O:10][CH3:11])[cH:6][c:7]1[O:8][CH3:9].[Cl:65][CH2:66][Cl:67]>>[Cl:1][c:2]1[c:3](-[c:13]2[c:14]3[cH:15][cH:16][cH:17][n:18][c:19]3[c:20]([C:23](=[O:24])[NH:40][c:37]3[cH:36][cH:35][c:34]([CH2:33][N:30]4[CH2:29][CH2:28][N:27]([CH3:26])[CH2:32][CH2:31]4)[cH:39][n:38]3)[cH:21][cH:22]2)[c:4]([Cl:12])[c:5]([O:10][CH3:11])[cH:6][c:7]1[O:8][CH3:9]. Starting materials: CN(C)S(=O)(=O)c1ccccc1S(=O)(=O)N=C=O, CC#N, COc1nc(CN)nc(OC)n1. Product: COc1nc(CNC(=O)NS(=O)(=O)c2ccccc2S(=O)(=O)N(C)C)nc(OC)n1. RXN SMILES: [CH3:1][N:2]([S:3](=[O:4])(=[O:5])[c:6]1[c:7]([S:12](=[O:13])(=[O:14])[N:15]=[C:16]=[O:17])[cH:8][cH:9][cH:10][cH:11]1)[CH3:18].[CH3:31][C:32]#[N:33].[NH2:19][CH2:20][c:21]1[n:22][c:23]([O:29][CH3:30])[n:24][c:25]([O:27][CH3:28])[n:26]1>>[CH3:1][N:2]([S:3](=[O:4])(=[O:5])[c:6]1[c:7]([S:12](=[O:13])(=[O:14])[NH:15][C:16](=[O:17])[NH:19][CH2:20][c:21]2[n:22][c:23]([O:29][CH3:30])[n:24][c:25]([O:27][CH3:28])[n:26]2)[cH:8][cH:9][cH:10][cH:11]1)[CH3:18]. The reactants are ClCCl, CC(C)(C)OC(=O)N1CCC2C(C1)c1cc(-c3ccccc3Cl)cc3c1N2CC3, O=C(O)C(F)(F)F, [Na+], [OH-]. The product is Clc1ccccc1-c1cc2c3c(c1)C1CNCCC1N3CC2. As a reaction SMILES: [CH2:39]([Cl:40])[Cl:41].[Cl:1][c:2]1[c:3](-[c:8]2[cH:9][c:10]3[c:14]4[c:15]([cH:16]2)[CH2:17][CH2:18][N:13]4[CH:12]2[CH:11]3[CH2:22][N:21]([C:23]([O:24][C:25]([CH3:26])([CH3:27])[CH3:28])=[O:29])[CH2:20][CH2:19]2)[cH:4][cH:5][cH:6][cH:7]1.[F:32][C:33]([F:34])([F:35])[C:36]([OH:37])=[O:38].[Na+:31].[OH-:30]>>[Cl:1][c:2]1[c:3](-[c:8]2[cH:9][c:10]3[c:14]4[c:15]([cH:16]2)[CH2:17][CH2:18][N:13]4[CH:12]2[CH:11]3[CH2:22][NH:21][CH2:20][CH2:19]2)[cH:4][cH:5][cH:6][cH:7]1. Product: N1C=CC2=C(C=CC=C12)CNC=1C=2C=CC(=NC2C=CC1)NC1=CC=CC=2CC(OC21)C (N5-(1H-Indol-4-ylmethyl)-N2-(2-methyl-2,3-dihydro-benzofuran-7-yl)-quinoline-2,5-diamine). Procedure details: The title compound, MS: m/e=421.4 (M+H+), was prepared from 5-nitro-2-chloroquinoline, 2,3-dihydro-2-methyl-7-benzofuranamine (CAS 26210-74-2) and indole-4-carbaldehyde as described in example 26. The reactants are [N+](=O)([O-])C1=C2C=CC(=NC2=CC=C1)Cl (5-nitro-2-chloroquinoline), CC1OC2=C(C1)C=CC=C2N (2,3-dihydro-2-methyl-7-benzofuranamine), N1C=CC=2C(=CC=CC12)C=O (indole-4-carbaldehyde). As a reaction SMILES: [N+:1]([C:4]1[CH:13]=[CH:12][CH:11]=[C:10]2[C:5]=1[CH:6]=[CH:7][C:8](Cl)=[N:9]2)([O-])=O.[CH3:15][CH:16]1[CH2:20][C:19]2[CH:21]=[CH:22][CH:23]=[C:24]([NH2:25])[C:18]=2[O:17]1.[NH:26]1[C:34]2[CH:33]=[CH:32][CH:31]=[C:30]([CH:35]=O)[C:29]=2[CH:28]=[CH:27]1>>[NH:26]1[C:34]2[C:29](=[C:30]([CH2:35][NH:1][C:4]3[C:5]4[CH:6]=[CH:7][C:8]([NH:25][C:24]5[C:18]6[O:17][CH:16]([CH3:15])[CH2:20][C:19]=6[CH:21]=[CH:22][CH:23]=5)=[N:9][C:10]=4[CH:11]=[CH:12][CH:13]=3)[CH:31]=[CH:32][CH:33]=2)[CH:28]=[CH:27]1. The reactants are FC(S(=O)(=O)O[C@H](C(F)(F)F)C=1C=NC(=CC1)Cl)(F)F ((S)-1-(6-chloropyridin-3-yl)-2,2,2-trifluoroethyl trifluoromethanesulfonate), C(C)(C)(C)OCCN(C(OC(C)(C)C)=O)[C@@H]1CNCC1 ((S)-tert-butyl 2-tert-butoxyethyl(pyrrolidin-3-yl)carbamate). The product is C(C)(C)(C)OCCN(C(OC(C)(C)C)=O)[C@@H]1CN(CC1)[C@@H](C(F)(F)F)C=1C=NC(=CC1)Cl (tert-butyl 2-tert-butoxyethyl((S)-1-((R)-1-(6-chloropyridin-3-yl)-2,2,2-trifluoroethyl)pyrrolidin-3-yl)carbamate). As a reaction SMILES: FC(F)(F)S(O[C@@H:7]([C:12]1[CH:13]=[N:14][C:15]([Cl:18])=[CH:16][CH:17]=1)[C:8]([F:11])([F:10])[F:9])(=O)=O.[C:21]([O:25][CH2:26][CH2:27][N:28]([C@H:36]1[CH2:40][CH2:39][NH:38][CH2:37]1)[C:29](=[O:35])[O:30][C:31]([CH3:34])([CH3:33])[CH3:32])([CH3:24])([CH3:23])[CH3:22]>>[C:21]([O:25][CH2:26][CH2:27][N:28]([C@H:36]1[CH2:40][CH2:39][N:38]([C@H:7]([C:12]2[CH:13]=[N:14][C:15]([Cl:18])=[CH:16][CH:17]=2)[C:8]([F:11])([F:10])[F:9])[CH2:37]1)[C:29](=[O:35])[O:30][C:31]([CH3:32])([CH3:33])[CH3:34])([CH3:22])([CH3:23])[CH3:24]. Procedure: Prepared as described in Example 9B, Step D, using (S)-1-(6-chloropyridin-3-yl)-2,2,2-trifluoroethyl trifluoromethanesulfonate (1.50 g, 4.37 mmol) and (S)-tert-butyl 2-tert-butoxyethyl(pyrrolidin-3-yl)carbamate (2.0 g, 6.98 mmol) in place of (S)-tert-butyl pyrrolidin-3-ylcarbamate (1.69 g, 81%)